This data is from the Open Reaction Database (ORD), a public repository of structured organic reaction records. The task is: describe an organic reaction: reactants, conditions, products, and yield Reactants: 16.2, C1(=CC=CC=C1)NC1(CCN(CC1)CCC1=CC=CC=C1)C(=O)O (4-(phenylamino)-1-(2-phenylethyl)-4-piperidinecarboxylic acid), O(CC)CC (1,1'-oxybisethane), 300, O (water), 1-lithiumbutane, CCCCCC (hexane). Reaction conditions: time 3 hour. Yields the product C1(=CC=CC=C1)NC1(CCN(CC1)CCC1=CC=CC=C1)C(CCCC)=O (1-[4-(phenylamino)-1-(2-phenylethyl)-4-piperidinyl]-1-pentanone). Reaction SMILES: [C:1]1([NH:7][C:8]2([C:22](O)=[O:23])[CH2:13][CH2:12][N:11]([CH2:14][CH2:15][C:16]3[CH:21]=[CH:20][CH:19]=[CH:18][CH:17]=3)[CH2:10][CH2:9]2)[CH:6]=[CH:5][CH:4]=[CH:3][CH:2]=1.O(CC)CC.O.[CH3:31][CH2:32][CH2:33][CH2:34]CC>>[C:1]1([NH:7][C:8]2([C:22](=[O:23])[CH2:31][CH2:32][CH2:33][CH3:34])[CH2:13][CH2:12][N:11]([CH2:14][CH2:15][C:16]3[CH:17]=[CH:18][CH:19]=[CH:20][CH:21]=3)[CH2:10][CH2:9]2)[CH:2]=[CH:3][CH:4]=[CH:5][CH:6]=1. Procedure: To a stirred and cooled (-5° C.) suspension of 16.2 parts of 4-(phenylamino)-1-(2-phenylethyl)-4-piperidinecarboxylic acid in 525 parts of dry 1,1'-oxybisethane, are added dropwise 228.5 parts of 1-lithiumbutane solution 20% in hexane at 0° C. Upon completion, stirring is continued for 3 hours at 0° C. The reaction mixture is decomposed by addition of 300 parts of water. The organic phase is separated, washed with water, dried, filtered and evaporated. The oily residue is purified by column-chro... The reactants are stainless steel, ClC1=CC=CC=2C(C3=CC=CC=C3C(C12)=O)=O (1-chloroanthraquinone), C(C)C(CC)N (1-ethylpropylamine), C(C)(=O)[O-].[K+] (potassium acetate). The reagents and catalysts are [Cu] (copper). The solvent is O (water). Reaction conditions: temperature 180 celsius. Product: C(C)C(CC)NC1=CC=CC=2C(C3=CC=CC=C3C(C12)=O)=O (1-(1-ethylpropylamino) anthraquinone). Reaction SMILES: Cl[C:2]1[C:15]2[C:14](=[O:16])[C:13]3[C:8](=[CH:9][CH:10]=[CH:11][CH:12]=3)[C:7](=[O:17])[C:6]=2[CH:5]=[CH:4][CH:3]=1.[CH2:18]([CH:20]([NH2:23])[CH2:21][CH3:22])[CH3:19].C([O-])(=O)C.[K+]>[Cu].O>[CH2:18]([CH:20]([NH:23][C:2]1[C:15]2[C:14](=[O:16])[C:13]3[C:8](=[CH:9][CH:10]=[CH:11][CH:12]=3)[C:7](=[O:17])[C:6]=2[CH:5]=[CH:4][CH:3]=1)[CH2:21][CH3:22])[CH3:19] |f:2.3|. Reported procedure: A Parr stainless steel high pressure reactor was charged with 1-chloroanthraquinone (24.3 g), 1-ethylpropylamine (17.5 g), potassium acetate (14.0 g), activated copper metal (0.7 g), and water (0.05 g). The reaction vessel was sealed and heated to a temperature of 180° C. in an oil bath for 12 hours. The oil bath was removed and the vessel was allowed to return to ambient conditions. The solid was extracted with methylene chloride and the insoluble materials removed by filtration. The solvent wa...